From a dataset of the Open Reaction Database (ORD), a public repository of structured organic reaction records. describe an organic reaction: reactants, conditions, products, and yield Starting materials: ClC1=C(C=NOCC(C(=O)OC)(C)C)C=CC=C1 (methyl 2-(2-chlorobenzylideneaminooxymethyl)-2-methylpropanoate), Cl (hydrogen chloride). The solvent is C(C)O (ethanol), C(C)O (ethanol). Run at time 4 hour. The product is ClC1=C(CNOCC(C(=O)OC)(C)C)C=CC=C1 (methyl 2-(2-chlorobenzylaminooxymethyl)-2-methylpropanoate). Yield: 28.5%. Reaction SMILES: [Cl:1][C:2]1[CH:18]=[CH:17][CH:16]=[CH:15][C:3]=1[CH:4]=[N:5][O:6][CH2:7][C:8]([CH3:14])([CH3:13])[C:9]([O:11][CH3:12])=[O:10].Cl>C(O)C>[Cl:1][C:2]1[CH:18]=[CH:17][CH:16]=[CH:15][C:3]=1[CH2:4][NH:5][O:6][CH2:7][C:8]([CH3:13])([CH3:14])[C:9]([O:11][CH3:12])=[O:10]. Reported procedure: A mixture of methyl 2-(2-chlorobenzylideneaminooxymethyl)-2-methylpropanoate (10.0 grams, 0.04 mole) and borane-pyridine complex (10.4 mL; 0.12 mole) in absolute ethanol (30 mL) was cooled in an ice bath. A solution of anhydrous 6.5N hydrogen chloride in ethanol (60 mL) was then added slowly. Upon completion of addition, the reaction mixture was stirred at ambient temperature for four hours. The reaction mixture was concentrated under reduced pressure, and methylene chloride (50 mL) was added to... The reactants are COC(=O)C=CCCCCCC1=C(N(C2=CC=CC=C12)C)C=1C=NC=CC1 (3-(7-methoxycarbonylhept-6-enyl)-2-(3-pyridyl)-1-methylindole), [OH-].[Li+] (lithium hydroxide). The product is C(=O)(O)C=CCCCCCC1=C(N(C2=CC=CC=C12)C)C=1C=NC=CC1 (3-(7-carboxyhept-6-enyl)-2-(3-pyridyl)-1-methylindole). Reaction SMILES: C[O:2][C:3]([CH:5]=[CH:6][CH2:7][CH2:8][CH2:9][CH2:10][CH2:11][C:12]1[C:20]2[C:15](=[CH:16][CH:17]=[CH:18][CH:19]=2)[N:14]([CH3:21])[C:13]=1[C:22]1[CH:23]=[N:24][CH:25]=[CH:26][CH:27]=1)=[O:4].[OH-].[Li+]>>[C:3]([CH:5]=[CH:6][CH2:7][CH2:8][CH2:9][CH2:10][CH2:11][C:12]1[C:20]2[C:15](=[CH:16][CH:17]=[CH:18][CH:19]=2)[N:14]([CH3:21])[C:13]=1[C:22]1[CH:23]=[N:24][CH:25]=[CH:26][CH:27]=1)([OH:4])=[O:2] |f:1.2|. Reported procedure: Hydrolysis of 50 mg of 3-(7-methoxycarbonylhept-6-enyl)-2-(3-pyridyl)-1-methylindole with 1N aqueous lithium hydroxide yields 3-(7-carboxyhept-6-enyl)-2-(3-pyridyl)-1-methylindole. The reactants are N1C(=O)C(=O)C2=CC=CC=C12 (isatin), Example 10c, Cl.NO (hydroxylamine hydrochloride). As a reaction SMILES: [NH:1]1[C:11]2[C:6](=[CH:7][CH:8]=[CH:9][CH:10]=2)[C:4](=O)[C:2]1=[O:3].Cl.[NH2:13][OH:14]>C(O)C.O>[CH2:2]([C:10]1[CH:9]=[CH:8][CH:7]=[C:6]2[C:11]=1[NH:1][C:2](=[O:3])[C:4]2=[N:13][OH:14])[CH2:4][CH2:6][CH2:7][CH3:8] |f:1.2|. Run in C(C)O (ethanol), O (water). Yields the product C(CCCC)C=1C=CC=C2C(C(NC12)=O)=NO (7-Pentylisatin-3-oxime). Conditions: time 10 minute. Procedure details: A suspension of the isatin described in Example 10c (5.51 g) in ethanol (Z0 ml) was warmed slightly followed by addition of hydroxylamine hydrochloride (2.47 g) dissolved in water (10 ml). The mixture was warmed to about 80° with stirring for 10 minutes, followed by cooling to ambient temperature and stirring for 30 minutes. The precipitated yellow solid was filtered off, washed with water and dried to afford the title product (4.50 g, 76%) as a fluffy yellow powder: tlc, Rf =0.16, silica gel, e... Isolated yield 76.0%.